Dataset: the Open Reaction Database (ORD), a public repository of structured organic reaction records. Task: describe an organic reaction: reactants, conditions, products, and yield Product: O=C1CC(c2nc(-c3ccc4ccc(-c5ccccc5)nc4c3)c3c(Cl)nccn23)C1. Reaction SMILES: [CH3:34][CH2:35][O:36][C:37]([CH3:38])=[O:39].[Cl:1][c:2]1[c:3]2[n:4]([cH:5][cH:6][n:7]1)[c:8]([CH:27]1[CH2:28][C:29]([OH:31])([CH2:32][OH:33])[CH2:30]1)[n:9][c:10]2-[c:11]1[cH:12][cH:13][c:14]2[cH:15][cH:16][c:17](-[c:21]3[cH:22][cH:23][cH:24][cH:25][cH:26]3)[n:18][c:19]2[cH:20]1>>[Cl:1][c:2]1[c:3]2[n:4]([cH:5][cH:6][n:7]1)[c:8]([CH:27]1[CH2:28][C:29](=[O:31])[CH2:30]1)[n:9][c:10]2-[c:11]1[cH:12][cH:13][c:14]2[cH:15][cH:16][c:17](-[c:21]3[cH:22][cH:23][cH:24][cH:25][cH:26]3)[n:18][c:19]2[cH:20]1. Reactants: CCOC(C)=O, OCC1(O)CC(c2nc(-c3ccc4ccc(-c5ccccc5)nc4c3)c3c(Cl)nccn23)C1. The reactants are Cl.NN=CC1=CC=C(C=C1)NC(=O)C1C(C1)C(=O)O (2-[[[4-(aminoiminomethyl)phenyl]amino]carbonyl]cyclopropyl-carboxylic acid hydrochloride), CN1CCOCC1 (N-methyl-morpholine), C(C(C)C)OC(=O)Cl (isobutylchloroformate), NC(CC(=O)OCC)C (ethyl 3-aminobutyrate). Run in CN(C)C=O (DMF). Conditions: time 8 hour. Yields the product NN=CC1=CC=C(C=C1)NC(=O)C1C(C1)C(=O)NC(CC(=O)OCC)C (ethyl β-[[[2-[[[4-(aminoiminomethyl)phenyl]amino]carbonyl]cyclopropyl]carbonyl]amino]-butanoate). As a reaction SMILES: Cl.[NH2:2][N:3]=[CH:4][C:5]1[CH:10]=[CH:9][C:8]([NH:11][C:12]([CH:14]2[CH2:16][CH:15]2[C:17]([OH:19])=O)=[O:13])=[CH:7][CH:6]=1.CN1CCOCC1.C(OC(Cl)=O)C(C)C.[NH2:35][CH:36]([CH3:43])[CH2:37][C:38]([O:40][CH2:41][CH3:42])=[O:39]>CN(C=O)C>[NH2:2][N:3]=[CH:4][C:5]1[CH:6]=[CH:7][C:8]([NH:11][C:12]([CH:14]2[CH2:16][CH:15]2[C:17]([NH:35][CH:36]([CH3:43])[CH2:37][C:38]([O:40][CH2:41][CH3:42])=[O:39])=[O:19])=[O:13])=[CH:9][CH:10]=1 |f:0.1|. Procedure details: To 1.0 g (0.0035 mol) 2-[[[4-(aminoiminomethyl)phenyl]amino]carbonyl]cyclopropyl-carboxylic acid hydrochloride in 100 mL dry DMF was added 0.36 g (0.39 mL, 0.0035 mol) N-methyl-morpholine and 0.48 g (0.46 mL, 0.0035 mol) isobutylchloroformate. The reaction was allowed to proceed for ten minutes at room temperature then 0.515 g (0.576 mL, 0.0035 mol) ethyl 3-aminobutyrate was added. The reaction was allowed to proceed overnight. The volatiles were removed under vacuum at 55° C. until a viscous oi... Starting materials: CC(=O)O[BH-](OC(C)=O)OC(C)=O, CC=O, ClCCl, O=[N+]([O-])c1ccc(C2CCNCC2)cc1, [Na+], [Na+], O=C([O-])O. Product: CCN1CCC(c2ccc([N+](=O)[O-])cc2)CC1. Reaction SMILES: [C:1]([CH3:2])([O:3][BH-:4]([O:5][C:6](=[O:7])[CH3:8])[O:9][C:10](=[O:11])[CH3:12])=[O:13].[CH:30](=[O:31])[CH3:32].[Cl:38][CH2:39][Cl:40].[N+:15](=[O:16])([O-:17])[c:18]1[cH:19][cH:20][c:21]([CH:24]2[CH2:25][CH2:26][NH:27][CH2:28][CH2:29]2)[cH:22][cH:23]1.[Na+:14].[Na+:37].[O-:33][C:34]([OH:35])=[O:36]>>[CH2:1]([CH3:2])[N:27]1[CH2:26][CH2:25][CH:24]([c:21]2[cH:20][cH:19][c:18]([N+:15](=[O:16])[O-:17])[cH:23][cH:22]2)[CH2:29][CH2:28]1.